Dataset: the Open Reaction Database (ORD), a public repository of structured organic reaction records. Task: describe an organic reaction: reactants, conditions, products, and yield The reactants are C(C1=CC=CC=C1)OC([C@H](N)CO)=O (D-serine benzyl ester), C(CCCCCCCCC)(=O)O[C@@H](CC(=O)O)CCCCCCCCCCC ((R)-3-decanoyloxytetradecanoic acid), C(CCl)Cl.CI (EDC·MeI). Solvent: C(Cl)Cl (CH2Cl2). Product: C(C1=CC=CC=C1)OC([C@H](NC(C[C@@H](CCCCCCCCCCC)OC(CCCCCCCCC)=O)=O)CO)=O (N-[(R)-3-decanoyloxytetradecanoyl]-D-serine benzyl ester). Yield: 91.2%. Reaction SMILES: [CH2:1]([O:8][C:9](=[O:14])[C@@H:10]([CH2:12][OH:13])[NH2:11])[C:2]1[CH:7]=[CH:6][CH:5]=[CH:4][CH:3]=1.[C:15]([O:26][C@H:27]([CH2:32][CH2:33][CH2:34][CH2:35][CH2:36][CH2:37][CH2:38][CH2:39][CH2:40][CH2:41][CH3:42])[CH2:28][C:29](O)=[O:30])(=[O:25])[CH2:16][CH2:17][CH2:18][CH2:19][CH2:20][CH2:21][CH2:22][CH2:23][CH3:24].C(Cl)CCl.CI>C(Cl)Cl>[CH2:1]([O:8][C:9](=[O:14])[C@@H:10]([CH2:12][OH:13])[NH:11][C:29](=[O:30])[CH2:28][C@H:27]([O:26][C:15](=[O:25])[CH2:16][CH2:17][CH2:18][CH2:19][CH2:20][CH2:21][CH2:22][CH2:23][CH3:24])[CH2:32][CH2:33][CH2:34][CH2:35][CH2:36][CH2:37][CH2:38][CH2:39][CH2:40][CH2:41][CH3:42])[C:2]1[CH:7]=[CH:6][CH:5]=[CH:4][CH:3]=1 |f:2.3|. Procedure: In the same manner as described in Example 2-(5), D-serine benzyl ester (390 mg, 2.0 mmol) was acylated with (R)-3-decanoyloxytetradecanoic acid (875 mg, 2.2 mmol) in the presence of EDC·MeI (745 mg, 2.5 mmol) in CH2Cl2 to afford 1.05 g (91%) of N-[(R)-3-decanoyloxytetradecanoyl]-D-serine benzyl ester: mp 51-52° C.; 1H NMR (CDCl3) δ 0.88 (m, 6H), 1.1-1.7 (m, 34H), 2.30 (t, 2H, J=7.7 Hz), 2.50 (m, 2H),3.68 (s, 1H), 3.93 (d, 2H, J=3.1 Hz), 4.62 (m, 1H), 5.22 (m, 3H), 6.63 (d, 1H, J=6.9 Hz), 7.35 (... Starting materials: N1C(=CC2=CC=CC=C12)NN (2-indolyl hydrazine), C(C=C)#N (acrylonitrile). Reagents/catalysts: [OH-].[Na+] (sodium hydroxide). Run in C1CCOC1 (THF). Yields the product N1C(=CC2=CC=CC=C12)N(N)CCC#N (3-[1-(2-indolyl)hydrazino]propanenitrile). As a reaction SMILES: [NH:1]1[C:9]2[C:4](=[CH:5][CH:6]=[CH:7][CH:8]=2)[CH:3]=[C:2]1[NH:10][NH2:11].[C:12](#[N:15])[CH:13]=[CH2:14]>C1COCC1.[OH-].[Na+]>[NH:1]1[C:9]2[C:4](=[CH:5][CH:6]=[CH:7][CH:8]=2)[CH:3]=[C:2]1[N:10]([CH2:14][CH2:13][C:12]#[N:15])[NH2:11] |f:3.4|. Reported procedure: To a solution of 2-indolyl hydrazine (1.47 g.) in THF (100 ml.) was added acrylonitrile (0.75 g.) and five drops of 2N sodium hydroxide solution. The reaction mixture was heated under reflux for eight hours and then concentrated in vacuo. The residue was dissolved in ethanol, treated with activated charcoal, filtered and cncentrated again to give 3-[1-(2-indolyl)hydrazino]propanenitrile, crystallized from ether-ethanol, m.p. 120°-122° C. Reactants: [Na].C(C)OC(C(=CO)C)=O (3-hydroxy-2-methylacrylic acid ethyl ester sodium salt), ClC1=C(C=CC=C1)C=1C(=C(NN1)N)C1=CC=C(C=C1)Cl (5-(2-chlorophenyl)-4-(4-chlorophenyl)-2H-pyrazol-3-ylamine), C(C)OCC (diethyl ether). Solvent: C(C)(=O)O (acetic acid). Run at temperature 100 celsius. Product: ClC1=CC=C(C=C1)C=1C(=NN2C1N=CC(=C2O)C)C2=C(C=CC=C2)Cl (3-(4-Chlorophenyl)-2-(2-chlorophenyl)-6-methylpyrazolo[1,5-a]pyrimidin-7-ol). Yield: 29.5%. RXN SMILES: [Cl:1][C:2]1[CH:7]=[CH:6][CH:5]=[CH:4][C:3]=1[C:8]1[C:9]([C:14]2[CH:19]=[CH:18][C:17]([Cl:20])=[CH:16][CH:15]=2)=[C:10]([NH2:13])[NH:11][N:12]=1.[Na].C([O:24][C:25](=O)[C:26]([CH3:29])=[CH:27]O)C.C(OCC)C>C(O)(=O)C>[Cl:20][C:17]1[CH:16]=[CH:15][C:14]([C:9]2[C:8]([C:3]3[CH:4]=[CH:5][CH:6]=[CH:7][C:2]=3[Cl:1])=[N:12][N:11]3[C:25]([OH:24])=[C:26]([CH3:29])[CH:27]=[N:13][C:10]=23)=[CH:19][CH:18]=1 |f:1.2,^1:20|. Procedure details: To a mixture of 5-(2-chlorophenyl)-4-(4-chlorophenyl)-2H-pyrazol-3-ylamine (I-3A-1b; 393 mg, 1.29 mmol) in acetic acid (4.3 ml) was added 3-hydroxy-2-methylacrylic acid ethyl ester sodium salt (590 mg, 3.88 mmol), portionwise. The reaction was heated at 100° C. for 2 hours (precipitate formed after 35 minutes). After cooling to room temperature, the precipitated solid was isolated by vacuum filtration and then repulped from diethyl ether to afford I-3A-1c as a colorless solid (141 mg, 30%): +ESI... Reactants: CC(C)(C)c1ccc(S(=O)(=O)N(CC(=O)O)c2ccc3ncccc3c2)cc1, OCCNCc1ccccc1. The product is CC(C)(C)c1ccc(S(=O)(=O)N(CC(=O)N(CCO)Cc2ccccc2)c2ccc3ncccc3c2)cc1. Reaction SMILES: [C:1]([CH3:2])([CH3:3])([CH3:4])[c:5]1[cH:6][cH:7][c:8]([S:11](=[O:12])(=[O:13])[N:14]([c:15]2[cH:16][c:17]3[cH:18][cH:19][cH:20][n:21][c:22]3[cH:23][cH:24]2)[CH2:25][C:26](=[O:27])[OH:28])[cH:9][cH:10]1.[CH2:29]([c:30]1[cH:31][cH:32][cH:33][cH:34][cH:35]1)[NH:36][CH2:37][CH2:38][OH:39]>>[C:1]([CH3:2])([CH3:3])([CH3:4])[c:5]1[cH:6][cH:7][c:8]([S:11](=[O:12])(=[O:13])[N:14]([c:15]2[cH:16][c:17]3[cH:18][cH:19][cH:20][n:21][c:22]3[cH:23][cH:24]2)[CH2:25][C:26](=[O:27])[N:36]([CH2:29][c:30]2[cH:31][cH:32][cH:33][cH:34][cH:35]2)[CH2:37][CH2:38][OH:39])[cH:9][cH:10]1. Starting materials: COC(=O)c1cc(OC)ccc1Nc1c(-c2ccccc2)c(C)nn1-c1ccccc1C, [H-], CI, [Na+], CN(C)C=O, O. The product is COC(=O)c1cc(OC)ccc1N(C)c1c(-c2ccccc2)c(C)nn1-c1ccccc1C. As a reaction SMILES: [CH3:3][O:4][c:5]1[cH:6][cH:7][c:8]([NH:15][c:16]2[c:17](-[c:29]3[cH:30][cH:31][cH:32][cH:33][cH:34]3)[c:18]([CH3:28])[n:19][n:20]2-[c:21]2[c:22]([CH3:27])[cH:23][cH:24][cH:25][cH:26]2)[c:9]([C:10](=[O:11])[O:12][CH3:13])[cH:14]1.[H-:2].[I:35][CH3:36].[Na+:1].[O:38]=[CH:39][N:40]([CH3:41])[CH3:42].[OH2:37]>>[CH3:3][O:4][c:5]1[cH:6][cH:7][c:8]([N:15]([c:16]2[c:17](-[c:29]3[cH:30][cH:31][cH:32][cH:33][cH:34]3)[c:18]([CH3:28])[n:19][n:20]2-[c:21]2[c:22]([CH3:27])[cH:23][cH:24][cH:25][cH:26]2)[CH3:36])[c:9]([C:10](=[O:11])[O:12][CH3:13])[cH:14]1. Starting materials: S(=O)(Cl)Cl (Thionyl chloride), NC1=NC=2C=CC=CC2C2=C1N=C(N2CCCCO)O (4-amino-1-(4-hydroxybutyl)-1H-imidazo[4,5-c]quinolin-2-ol). Run in ClCCCl (1,2-dichloroethane). Conditions: temperature 50 celsius, time 8 hour. Product: NC1=NC=2C=CC=CC2C2=C1N=C(N2CCCCCl)O (4-amino-1-(4-chlorobutyl)-1H-imidazo[4,5-c]quinolin-2-ol). The yield is 85.7%. Reaction SMILES: S(Cl)([Cl:3])=O.[NH2:5][C:6]1[C:15]2[N:16]=[C:17]([OH:24])[N:18]([CH2:19][CH2:20][CH2:21][CH2:22]O)[C:14]=2[C:13]2[CH:12]=[CH:11][CH:10]=[CH:9][C:8]=2[N:7]=1>ClCCCl>[NH2:5][C:6]1[C:15]2[N:16]=[C:17]([OH:24])[N:18]([CH2:19][CH2:20][CH2:21][CH2:22][Cl:3])[C:14]=2[C:13]2[CH:12]=[CH:11][CH:10]=[CH:9][C:8]=2[N:7]=1. Procedure: Thionyl chloride (1.1 mL, 15 mmol) was added to a solution of 4-amino-1-(4-hydroxybutyl)-1H-imidazo[4,5-c]quinolin-2-ol (3.5 g, 13 mmol) in 1,2-dichloroethane (60 mL), and the reaction was stirred at 50° C. overnight. A solid was present, which was collected by filtration and washed with diethyl ether (500 to 600 mL) to provide 3.24 g of 4-amino-1-(4-chlorobutyl)-1H-imidazo[4,5-c]quinolin-2-ol as a light gray solid.